From a dataset of the Open Reaction Database (ORD), a public repository of structured organic reaction records. describe an organic reaction: reactants, conditions, products, and yield Starting materials: NC1=CC=C(C(=O)OC)C=C1 (methyl 4-aminobenzoate), BrC(C(=O)OCC)C(=O)OCC (diethyl bromomalonate). Run in C1=CC=CC=C1 (benzene). Run at time 16 hour. The product is COC(=O)C1=CC=C(C=C1)NC(C(=O)OCC)C(=O)OCC (diethyl (4-methoxycarbonylphenyl)aminomalonate). Yield: 85.6%. Reaction SMILES: [NH2:1][C:2]1[CH:11]=[CH:10][C:5]([C:6]([O:8][CH3:9])=[O:7])=[CH:4][CH:3]=1.Br[CH:13]([C:19]([O:21][CH2:22][CH3:23])=[O:20])[C:14]([O:16][CH2:17][CH3:18])=[O:15]>C1C=CC=CC=1>[CH3:9][O:8][C:6]([C:5]1[CH:4]=[CH:3][C:2]([NH:1][CH:13]([C:14]([O:16][CH2:17][CH3:18])=[O:15])[C:19]([O:21][CH2:22][CH3:23])=[O:20])=[CH:11][CH:10]=1)=[O:7]. Procedure details: A mixture of methyl 4-aminobenzoate (3.1 g, 20.5 mmol) and diethyl bromomalonate (2.45 g, 10.2 mmol) in a round bottom flask was placed in an oven at 115° C. for 16 h. The reaction mixture, which had turned into a solid cake, was suspended in 20 mL of benzene and filtered. The filtrate was diluted with 50 mL of benzene and the organic layer was washed with 2 N hydrochloric acid (3×10 mL), water (10 mL), dried (Na2SO4) and evaporated to give an oily material which solidified upon standing. The cr... The reactants are C1(=CC=CC=C1)C(C1=CC=CC=C1)OC(=O)C1=C(CS[C@H]2N1C([C@H]2N)=O)SC(SC=2N=NNC2)C(C2=CC=CC=C2)(C2=CC=CC=C2)C2=CC=CC=C2 (7β-amino-3-(trityl-1,2,3-triazol-4-ylthiomethylthio) -3-cephem-4-carboxylic acid diphenylmethyl ester), C([C@H](O)C1=CC=CC=C1)(=O)O (D-(-)-mandelic acid), C1(CCCCC1)N=C=NC1CCCCC1 (dicyclohexylcarbodiimide). Solvent: ClCCl (dichloromethane). Run at time 1 hour. The product is C1(=CC=CC=C1)C(C1=CC=CC=C1)OC(=O)C1=C(CS[C@H]2N1C([C@H]2NC([C@H](O)C2=CC=CC=C2)=O)=O)SC(SC=2N=NNC2)C(C2=CC=CC=C2)(C2=CC=CC=C2)C2=CC=CC=C2 (7β-D-mandelamido-3-(trityl-1,2,3-triazol-4-ylthiomethylthio) -3-cephem- 4-carboxylic acid diphenylmethyl ester). The yield is 49.5%. As a reaction SMILES: [C:1]1([CH:7]([O:14][C:15]([C:17]2[N:22]3[C:23](=[O:26])[C@@H:24]([NH2:25])[C@H:21]3[S:20][CH2:19][C:18]=2[S:27][CH:28]([C:35]([C:48]2[CH:53]=[CH:52][CH:51]=[CH:50][CH:49]=2)([C:42]2[CH:47]=[CH:46][CH:45]=[CH:44][CH:43]=2)[C:36]2[CH:41]=[CH:40][CH:39]=[CH:38][CH:37]=2)[S:29][C:30]2[N:31]=[N:32][NH:33][CH:34]=2)=[O:16])[C:8]2[CH:13]=[CH:12][CH:11]=[CH:10][CH:9]=2)[CH:6]=[CH:5][CH:4]=[CH:3][CH:2]=1.[C:54](O)(=[O:63])[C@@H:55]([C:57]1[CH:62]=[CH:61][CH:60]=[CH:59][CH:58]=1)[OH:56].C1(N=C=NC2CCCCC2)CCCCC1>ClCCl>[C:1]1([CH:7]([O:14][C:15]([C:17]2[N:22]3[C:23](=[O:26])[C@@H:24]([NH:25][C:54](=[O:63])[C@@H:55]([C:57]4[CH:62]=[CH:61][CH:60]=[CH:59][CH:58]=4)[OH:56])[C@H:21]3[S:20][CH2:19][C:18]=2[S:27][CH:28]([C:35]([C:48]2[CH:53]=[CH:52][CH:51]=[CH:50][CH:49]=2)([C:42]2[CH:43]=[CH:44][CH:45]=[CH:46][CH:47]=2)[C:36]2[CH:37]=[CH:38][CH:39]=[CH:40][CH:41]=2)[S:29][C:30]2[N:31]=[N:32][NH:33][CH:34]=2)=[O:16])[C:8]2[CH:13]=[CH:12][CH:11]=[CH:10][CH:9]=2)[CH:6]=[CH:5][CH:4]=[CH:3][CH:2]=1. Procedure: To a solution of 7β-amino-3-(trityl-1,2,3-triazol-4-ylthiomethylthio) -3-cephem-4-carboxylic acid diphenylmethyl ester (800 mg : 1.06 mMol.) and D-(-)-mandelic acid (242 mg 1.59 mMol.) in dichloromethane (4 ml) is added dicyclohexylcarbodiimide (328 mg : 1.59 mMol.}, and the mixture is stirred under ice cooling for 1 hour. The reaction mixture is concentrated, diluted with ethyl acetate, and filtered to remove solid. The filtrate is washed with brine, dried over sodium sulfate, and concentrated ... Starting materials: CCOC=O, COC1=C(C(C)C)C(=O)CCC1, [H-], [Na+], [Na+], [Na+], O=P([O-])([O-])O, c1ccccc1. Yields the product COC1=C(C(C)C)C(=O)C(=CO)CC1. RXN SMILES: [CH:3](=[O:4])[O:5][CH2:6][CH3:7].[CH:8]([CH3:9])([CH3:10])[C:11]1=[C:16]([O:17][CH3:18])[CH2:15][CH2:14][CH2:13][C:12]1=[O:19].[H-:1].[Na+:25].[Na+:26].[Na+:2].[P:20]([O-:21])([O-:22])([OH:23])=[O:24].[cH:27]1[cH:28][cH:29][cH:30][cH:31][cH:32]1>>[CH:3]([OH:4])=[C:13]1[C:12](=[O:19])[C:11]([CH:8]([CH3:9])[CH3:10])=[C:16]([O:17][CH3:18])[CH2:15][CH2:14]1. Starting materials: CON(C)C(=O)c1cc(O[Si](C)(C)C(C)(C)C)ccc1NC(=O)OCc1ccccc1, C, CCO, [Pd]. Product: CON(C)C(=O)c1cc(O[Si](C)(C)C(C)(C)C)ccc1N. Reaction SMILES: [C:1]([CH3:2])([CH3:3])([CH3:4])[Si:5]([O:6][c:7]1[cH:8][c:9]([C:24](=[O:25])[N:26]([CH3:27])[O:28][CH3:29])[c:10]([NH:13][C:14](=[O:15])[O:16][CH2:17][c:18]2[cH:19][cH:20][cH:21][cH:22][cH:23]2)[cH:11][cH:12]1)([CH3:30])[CH3:31].[C:35].[CH3:32][CH2:33][OH:34].[Pd:36]>>[C:1]([CH3:2])([CH3:3])([CH3:4])[Si:5]([O:6][c:7]1[cH:8][c:9]([C:24](=[O:25])[N:26]([CH3:27])[O:28][CH3:29])[c:10]([NH2:13])[cH:11][cH:12]1)([CH3:30])[CH3:31]. Starting materials: FC1=C(C(CBr)=O)C=CC=C1 (2-fluorophenacylbromide), COC=1C=C(C=CC1N1C=NC(=C1)C)NC(=S)N ([3-methoxy-4-(4-methyl-imidazol-1-yl)-phenyl]-thiourea). The product is FC1=C(C=CC=C1)C=1N=C(SC1)NC1=CC(=C(C=C1)N1C=NC(=C1)C)OC ([4-(2-fluoro-phenyl)-thiazol-2-yl]-[3-methoxy-4-(4-methyl-imidazol-1-yl)-phenyl]-amine). The yield is 106.0%. As a reaction SMILES: [F:1][C:2]1[CH:11]=[CH:10][CH:9]=[CH:8][C:3]=1[C:4](=O)[CH2:5]Br.[CH3:12][O:13][C:14]1[CH:15]=[C:16]([NH:26][C:27]([NH2:29])=[S:28])[CH:17]=[CH:18][C:19]=1[N:20]1[CH:24]=[C:23]([CH3:25])[N:22]=[CH:21]1>>[F:1][C:2]1[CH:11]=[CH:10][CH:9]=[CH:8][C:3]=1[C:4]1[N:29]=[C:27]([NH:26][C:16]2[CH:17]=[CH:18][C:19]([N:20]3[CH:24]=[C:23]([CH3:25])[N:22]=[CH:21]3)=[C:14]([O:13][CH3:12])[CH:15]=2)[S:28][CH:5]=1. Reported procedure: The title compound was prepared in analogy to example 1 step e) from 72 mg (0.33 mmol) 2-fluorophenacylbromide and 79 mg (0.3 mmol) [3-methoxy-4-(4-methyl-imidazol-1-yl)-phenyl]-thiourea. The crude product was purified through stirring with methylene chloride at room temperature yielding 121 mg (99%) [4-(2-fluoro-phenyl)-thiazol-2-yl]-[3-methoxy-4-(4-methyl-imidazol-1-yl)-phenyl]-amine as a light green solid. MS ISP (m/e): 381.3 (100) (M+H)+. 1H NMR (DMSO-D6, 250 MHz): δ (ppm)=10.77 (s, 1H), 9.2... Reactants: C(CCCCCCCC=C)N1C(=O)N(C=2N=CN(C2C1=O)C)C (1-(9-decenyl)-3,7-dimethylxanthine), C[N+]1(CCOCC1)[O-] (4-methylmorpholine-N-oxide), solution, C(C)(C)(C)O (t-butanol), saturated solution, S(=O)([O-])S(=O)[O-].[Na+].[Na+] (sodium dithionite). Reagents/catalysts: [Os](=O)(=O)(=O)=O (osmium tetroxide). The solvent is CC(=O)C (acetone), O (water). Conditions: time 15 minute. Yields the product OC(CCCCCCCCN1C(=O)N(C=2N=CN(C2C1=O)C)C)CO (1-(9,10-dihydroxydecyl)-3,7-dimethylxanthine). Isolated yield 93.0%. RXN SMILES: [CH2:1]([N:11]1[C:20](=[O:21])[C:19]2[N:18]([CH3:22])[CH:17]=[N:16][C:15]=2[N:14]([CH3:23])[C:12]1=[O:13])[CH2:2][CH2:3][CH2:4][CH2:5][CH2:6][CH2:7]CC=C.C[N+]1([O-])CC[O:28]CC1.S(S([O-])=O)([O-])=O.[Na+].[Na+].[C:40]([OH:44])(C)([CH3:42])[CH3:41]>[Os](=O)(=O)(=O)=O.CC(C)=O.O>[OH:44][CH:40]([CH2:42][OH:28])[CH2:41][CH2:7][CH2:6][CH2:5][CH2:4][CH2:3][CH2:2][CH2:1][N:11]1[C:20](=[O:21])[C:19]2[N:18]([CH3:22])[CH:17]=[N:16][C:15]=2[N:14]([CH3:23])[C:12]1=[O:13] |f:2.3.4|. Reported procedure: A solution of 1-(9-decenyl)-3,7-dimethylxanthine (3.2 g, 10.1 mmol), 4-methylmorpholine-N-oxide (1.41 g, 12 mmol) and a 2.5% solution in t-butanol of osmium tetroxide (3 drops) in acetone (40 mL) and water (10 mL) was stirred for 24 hours. Following addition of 5 mL of a saturated solution of sodium dithionite and an additional 15 minutes of stirring, the reaction product was extracted with 25% ethanol/dichloromethane (4×50 mL). The combined organic portions were dried over sodium sulfate. The s... Reaction SMILES: O[C:2]1[C:3]2[N:11]=[CH:10][CH:9]=[C:8]([C:12]([NH2:14])=[O:13])[C:4]=2[N:5]=[CH:6][N:7]=1.Cl.Cl.[N:17]1([CH2:21][C@@H:22]([NH2:30])[C:23]2[CH:28]=[CH:27][C:26]([Cl:29])=[CH:25][CH:24]=2)[CH2:20][CH2:19][CH2:18]1>>[N:17]1([CH2:21][C@@H:22]([NH:30][C:2]2[C:3]3[N:11]=[CH:10][CH:9]=[C:8]([C:12]([NH2:14])=[O:13])[C:4]=3[N:5]=[CH:6][N:7]=2)[C:23]2[CH:28]=[CH:27][C:26]([Cl:29])=[CH:25][CH:24]=2)[CH2:20][CH2:19][CH2:18]1 |f:1.2.3|. Reported procedure: Compound 36 was prepared following general synthesis scheme 7 wherein 4-hydroxypyrido[3,2-d]pyrimidine-8-carboxamide (G) was reacted with (S)-2-Azetidin-1-yl-1-(4-chloro-phenyl)-ethylamine dihydrochloride to give the title compound as an off-white solid. LC/MS [383 (M+H)]; 1H NMR (500 MHz, DMSO-d6) δ 9.94 (s, 1H), 9.27-8.84 (m, 2H), 8.53 (s, 1H), 8.37 (d, J=4.4 Hz, 1H), 8.17 (s, 1H), 7.49 (d, J=8.4 Hz, 2H), 7.36 (d, J=8.4 Hz, 2H), 5.37-4.98 (m, 2H), 3.16-2.94 (m, 3H), 2.78 (dd, J=11.9, 5.3 Hz, 1... Yields the product N1(CCC1)C[C@H](C1=CC=C(C=C1)Cl)NC=1C2=C(N=CN1)C(=CC=N2)C(=O)N (4-[(S)-2-Azetidin-1-yl-1-(4-chloro-phenyl)-ethylamino]-pyrido[3,2-d]pyrimidine-8-carboxylic acid amide). The reactants are OC=1C2=C(N=CN1)C(=CC=N2)C(=O)N (4-hydroxypyrido[3,2-d]pyrimidine-8-carboxamide), Cl.Cl.N1(CCC1)C[C@H](C1=CC=C(C=C1)Cl)N ((S)-2-Azetidin-1-yl-1-(4-chloro-phenyl)-ethylamine dihydrochloride). Starting materials: BrC=1C=C2C=CN(C2=CC1)CC(CC)CC (5-bromo-1-(2-ethylbutyl)-1H-indole), FC(OC1=CC=C(C=C1)B(O)O)(F)F (4-(trifluoromethoxy)phenylboronic acid). Yields the product C(C)C(CN1C=CC2=CC(=CC=C12)C1=CC=C(C=C1)OC(F)(F)F)CC (1-(2-Ethylbutyl)-5-[4-(trifluoromethoxy)phenyl]-1H-indole). RXN SMILES: Br[C:2]1[CH:3]=[C:4]2[C:8](=[CH:9][CH:10]=1)[N:7]([CH2:11][CH:12]([CH2:15][CH3:16])[CH2:13][CH3:14])[CH:6]=[CH:5]2.[F:17][C:18]([F:30])([F:29])[O:19][C:20]1[CH:25]=[CH:24][C:23](B(O)O)=[CH:22][CH:21]=1>>[CH2:13]([CH:12]([CH2:15][CH3:16])[CH2:11][N:7]1[C:8]2[C:4](=[CH:3][C:2]([C:23]3[CH:22]=[CH:21][C:20]([O:19][C:18]([F:17])([F:29])[F:30])=[CH:25][CH:24]=3)=[CH:10][CH:9]=2)[CH:5]=[CH:6]1)[CH3:14]. Procedure details: The title compound was prepared from 5-bromo-1-(2-ethylbutyl)-1H-indole and 4-(trifluoromethoxy)phenylboronic acid in substantially the same manner, as described in Step 2 of Example 25. The product was obtained as an oil. Mass spectrum (APCI, [M+H]+) m/z 362. 1HNMR (300 MHz, DMSO-d6): δ 7.82 (s, 1H), 7.77 (d, 2H, J=8.56 Hz), 7.51 (d, 1H, J=8.50 Hz), 7.44-7.39 (m, 4H), 6.49 (d, 1H, J=3.12 Hz), 4.07 (d, 2H, J=7.32 Hz), 1.80 (hep, 1H), 1.24 (p, 4H), and 0.85 ppm (t, 6H). Reactants: N12C[C@@H](C(CC1)CC2)OC(=O)C2(CCCCCC2)C2=CC=CC=C2 (1-Phenyl-cycloheptanecarboxylic acid (R)-(1-aza-bicyclo[2.2.2]oct-3-yl)ester), BrCC(=O)NC1=NC=CC=C1 (2-bromo-N-pyridin-2-yl-acetamide). The solvent is CC#N (MeCN). Yields the product [Br-].C1(=CC=CC=C1)C1(CCCCCC1)C(=O)O[C@H]1C[N+]2(CCC1CC2)CC(NC2=NC=CC=C2)=O ((R)-3-(1-Phenyl-cycloheptanecarbonyloxy)-1-(pyridin-2-ylcarbamoylmethyl)-1-azonia-bicyclo[2.2.2]octane bromide). Yield: 49.2%. RXN SMILES: [N:1]12[CH2:8][CH2:7][CH:4]([CH2:5][CH2:6]1)[C@@H:3]([O:9][C:10]([C:12]1([C:19]3[CH:24]=[CH:23][CH:22]=[CH:21][CH:20]=3)[CH2:18][CH2:17][CH2:16][CH2:15][CH2:14][CH2:13]1)=[O:11])[CH2:2]2.[Br:25][CH2:26][C:27]([NH:29][C:30]1[CH:35]=[CH:34][CH:33]=[CH:32][N:31]=1)=[O:28]>CC#N>[Br-:25].[C:19]1([C:12]2([C:10]([O:9][C@@H:3]3[CH:4]4[CH2:7][CH2:8][N+:1]([CH2:26][C:27](=[O:28])[NH:29][C:30]5[CH:35]=[CH:34][CH:33]=[CH:32][N:31]=5)([CH2:6][CH2:5]4)[CH2:2]3)=[O:11])[CH2:18][CH2:17][CH2:16][CH2:15][CH2:14][CH2:13]2)[CH:20]=[CH:21][CH:22]=[CH:23][CH:24]=1 |f:3.4|. Procedure: 1-Phenyl-cycloheptanecarboxylic acid (R)-(1-aza-bicyclo[2.2.2]oct-3-yl)ester (Example 14e) (0.79 mmol) and 2-bromo-N-pyridin-2-yl-acetamide (Example 15a) (0.87 mmol) were stirred together in anhydrous MeCN at room temperature for 2.5 days. The reaction mixture was concentrated in vacuo and the yellow solid purified by flash silica gel column chromatography eluting with 2-8% MeOH/dichloromethane to give a tan solid which crystallised from boiling MeCN to give the titled compound as a white solid ...